From a dataset of the Open Reaction Database (ORD), a public repository of structured organic reaction records. describe an organic reaction: reactants, conditions, products, and yield Reactants: CO, COC1COCCC1=O, O=C[O-], [NH4+], O. Yields the product COC1COCCC1N. RXN SMILES: [CH3:15][OH:16].[CH3:1][O:2][CH:3]1[CH2:4][O:5][CH2:6][CH2:7][C:8]1=[O:9].[CH:10]([O-:11])=[O:12].[NH4+:13].[OH2:14]>>[CH3:1][O:2][CH:3]1[CH2:4][O:5][CH2:6][CH2:7][CH:8]1[NH2:13]. Starting materials: O=C(Cl)c1ccccc1, CC(=O)O, CO, ClCCl, ClCCl, O=C(O)c1cc2cc(O)ccc2s1, O=C(O)CC(O)(CC(=O)O)C(=O)O, c1ccncc1. Product: O=C(OC(=O)c1cc2cc(O)ccc2s1)c1ccccc1. RXN SMILES: [C:20]([c:21]1[cH:22][cH:23][cH:24][cH:25][cH:26]1)(=[O:27])[Cl:28].[CH3:45][C:46](=[O:47])[OH:48].[CH3:49][OH:50].[Cl:42][CH2:43][Cl:44].[Cl:51][CH2:52][Cl:53].[OH:1][c:2]1[cH:3][c:4]2[c:5]([s:6][c:7]([C:9](=[O:10])[OH:11])[cH:8]2)[cH:12][cH:13]1.[OH:29][C:30]([CH2:31][C:32]([C:33](=[O:34])[OH:35])([CH2:36][C:37](=[O:38])[OH:39])[OH:40])=[O:41].[cH:14]1[cH:15][cH:16][n:17][cH:18][cH:19]1>>[OH:1][c:2]1[cH:3][c:4]2[c:5]([s:6][c:7]([C:9]([O:10][C:20]([c:21]3[cH:22][cH:23][cH:24][cH:25][cH:26]3)=[O:27])=[O:11])[cH:8]2)[cH:12][cH:13]1. Reactants: CCOCC, Cl, N#Cc1ccc(Cl)cc1N. Product: CC(=O)c1ccc(Cl)cc1N. RXN SMILES: [CH3:12][CH2:13][O:14][CH2:15][CH3:16].[ClH:11].[NH2:1][c:2]1[c:3]([C:4]#[N:5])[cH:6][cH:7][c:8]([Cl:10])[cH:9]1>>[NH2:1][c:2]1[c:3]([C:15](=[O:14])[CH3:16])[cH:6][cH:7][c:8]([Cl:10])[cH:9]1. The reactants are COc1ccc(Br)cn1, C1CCOC1, [Li]CCCC, CC(C)NC(C)C, CN(C)C=O. Yields the product COc1cc(C=O)c(Br)cn1. As a reaction SMILES: [Br:13][c:14]1[cH:15][cH:16][c:17]([O:20][CH3:21])[n:18][cH:19]1.[CH2:27]1[O:28][CH2:29][CH2:30][CH2:31]1.[CH3:8][CH2:9][CH2:10][CH2:11][Li:12].[CH:1]([NH:2][CH:3]([CH3:4])[CH3:5])([CH3:6])[CH3:7].[O:22]=[CH:23][N:24]([CH3:25])[CH3:26]>>[Br:13][c:14]1[c:15]([CH:23]=[O:22])[cH:16][c:17]([O:20][CH3:21])[n:18][cH:19]1. Reactants: compound ( 117 ), compound ( 117 ), compound ( 138 ), C(Cl)(Cl)Cl (chloroform), C(C)O (ethanol), S(O)(O)(=O)=O (sulfuric acid), compound ( 138 ). The product is C(Cl)(Cl)Cl.CO.S(O)(O)(=O)=O (Chloroform Methanol Sulfuric Acid). RXN SMILES: [CH2:1]([OH:3])C.[S:4](=[O:8])(=[O:7])([OH:6])[OH:5].[CH:9]([Cl:12])([Cl:11])[Cl:10]>>[CH:9]([Cl:12])([Cl:11])[Cl:10].[CH3:1][OH:3].[S:4](=[O:6])(=[O:5])([OH:8])[OH:7] |f:3.4.5|. Procedure details: A colorless solid (0.064 g, yield: 67.4%) was obtained through a reaction conducted as in example 2 except that the reactants were replaced by compound (117) prepared in example 17 (0.1 g), ethanol (83.3 mL), chloroform (83.3 mL), and sulfuric acid (36 N, 0.3 mL). IR analysis of the resulting product revealed the existence of an absorption band that suggested an acetoxy group at 1740 cm−1. 1H-NMR analysis revealed that the product consists of a compound (138) and the compound (117) (content of c... The reactants are ClC=1C=NC=C(C1NC=1NC2=C(N1)C=C(C1=C2C=C(O1)C)C(=O)O)Cl (2-[(3,5-dichloropyridin-4-yl)amino]-7-methyl-1H-furo[3,2-e]benzimidazole-5-carboxylic acid), CC(C(C)N)(C)C (3,3-dimethyl-2-butyl amine), propyl phosphonic anhydride, TEA. Solvent: CN(C)C=O (DMF). Yields the product ClC=1C=NC=C(C1NC=1NC2=C(N1)C=C(C1=C2C=C(O1)C)C(=O)NC(C)C(C)(C)C)Cl (2-[(3,5-Dichloropyridin-4-yl)amino]-N-(3,3-dimethylbutan-2-yl)-7-methyl-1H-furo[3,2-e]benzimidazole-5-carboxamide). Yield: 24.7%. RXN SMILES: [Cl:1][C:2]1[CH:3]=[N:4][CH:5]=[C:6]([Cl:25])[C:7]=1[NH:8][C:9]1[NH:10][C:11]2[C:17]3[CH:18]=[C:19]([CH3:21])[O:20][C:16]=3[C:15]([C:22]([OH:24])=O)=[CH:14][C:12]=2[N:13]=1.[CH3:26][C:27]([CH3:32])([CH3:31])[CH:28]([NH2:30])[CH3:29]>CN(C=O)C>[Cl:1][C:2]1[CH:3]=[N:4][CH:5]=[C:6]([Cl:25])[C:7]=1[NH:8][C:9]1[NH:10][C:11]2[C:17]3[CH:18]=[C:19]([CH3:21])[O:20][C:16]=3[C:15]([C:22]([NH:30][CH:28]([C:27]([CH3:32])([CH3:31])[CH3:26])[CH3:29])=[O:24])=[CH:14][C:12]=2[N:13]=1. Reported procedure: The title compound was prepared following the procedure described for Example-1 using 2-[(3,5-dichloropyridin-4-yl)amino]-7-methyl-1H-furo[3,2-e]benzimidazole-5-carboxylic acid (Intermediate-8, 0.050 g, 0.132 mmol), propyl phosphonic anhydride (0.084 g, 0.265 mmol), TEA (0.027 g, 0.265 mmol), DMF (3.0 mL) and 3,3-dimethyl-2-butyl amine (0.027 g, 0.318 mmol) to afford 0.015 g of the desired product. 1HNMR (DMSO-d6): δ 0.85 (t, J=6.9 Hz, 3H), 0.96 (s, 6H), 1.11 (d, J=6.9 Hz, 3H), 2.50 (m, 3H), 3.9...